Dataset: the Open Reaction Database (ORD), a public repository of structured organic reaction records. Task: describe an organic reaction: reactants, conditions, products, and yield Starting materials: CC(C(=O)O)c1ccc(-c2ccccc2)c(F)c1, NCc1ccc(F)cc1. The reagents and catalysts are CN(C)[P+](N(C)C)(N(C)C)ON1C2=CC=CC=C2N=N1.F[P-](F)(F)(F)(F)F (BOP), CCN(C(C)C)C(C)C (DIPEA). Run in CN(C)C=O (DMF), CN(C)C=O (DMF), CN(C)C=O (DMF), CN(C)C=O (DMF), CN(C)C=O (DMF), CN(C)C=O (DMF). Reaction conditions: temperature 25 celsius, time 2 hour. The product is CC(C(=O)NCc1ccc(F)cc1)c1ccc(-c2ccccc2)c(F)c1. Yield: 30.3%. RXN SMILES: NCc1ccc(F)cc1.CC(C(=O)O)c1ccc(-c2ccccc2)c(F)c1.CN(C)[P+](N(C)C)(N(C)C)ON1C2=CC=CC=C2N=N1.F[P-](F)(F)(F)(F)F.CCN(C(C)C)C(C)C.CN(C)C=O>>CC(C(=O)NCc1ccc(F)cc1)c1ccc(-c2ccccc2)c(F)c1. Reactants: C(C1=CC=CC=C1)N(C=1N=CC=C2C1NC(=C2)C(=O)O)CC2=CC=CC=C2 (7-(dibenzylamino)-1H-pyrrolo[2,3-c]pyridine-2-carboxylic acid), NCC1=CC=NC=C1 (4-(aminomethyl)pyridine), C(C)N=C=NCCCN(C)C (1-ethyl-3-dimethylaminopropylcarbodiimide), ON1N=NC2=C1C=CC=C2 (1-hydroxybenzotriazole). Solvent: CN(C=O)C (N,N-dimethylformamide), O (water). Run at time 18 hour. The product is C(C1=CC=CC=C1)N(C=1N=CC=C2C1NC(=C2)C(=O)NCC2=CC=NC=C2)CC2=CC=CC=C2 (7-(dibenzylamino)-N-(4-pyridinylmethyl)-1H-pyrrolo[2,3-c]pyridine-2-carboxamide). Yield: 84.3%. As a reaction SMILES: [CH2:1]([N:8]([CH2:21][C:22]1[CH:27]=[CH:26][CH:25]=[CH:24][CH:23]=1)[C:9]1[N:10]=[CH:11][CH:12]=[C:13]2[CH:17]=[C:16]([C:18]([OH:20])=O)[NH:15][C:14]=12)[C:2]1[CH:7]=[CH:6][CH:5]=[CH:4][CH:3]=1.[NH2:28][CH2:29][C:30]1[CH:35]=[CH:34][N:33]=[CH:32][CH:31]=1.C(N=C=NCCCN(C)C)C.ON1C2C=CC=CC=2N=N1>O.CN(C)C=O>[CH2:21]([N:8]([CH2:1][C:2]1[CH:3]=[CH:4][CH:5]=[CH:6][CH:7]=1)[C:9]1[N:10]=[CH:11][CH:12]=[C:13]2[CH:17]=[C:16]([C:18]([NH:28][CH2:29][C:30]3[CH:35]=[CH:34][N:33]=[CH:32][CH:31]=3)=[O:20])[NH:15][C:14]=12)[C:22]1[CH:27]=[CH:26][CH:25]=[CH:24][CH:23]=1. Reported procedure: A mixture of 7-(dibenzylamino)-1H-pyrrolo[2,3-c]pyridine-2-carboxylic acid (Reference Example 4) (398 mg, 1.11 mmol), 4-(aminomethyl)pyridine (169 mg, 1.56 mmol), 1-ethyl-3-dimethylaminopropylcarbodiimide (EDCI) (299 mg, 1.56 mmol), 1-hydroxybenzotriazole (HOBt) (211 mg, 1.56 mol) and N,N-dimethylformamide (5 mL) was stirred at room temperature for 18 h. The mixture was diluted with water and extracted with ethyl acetate. The organic extract was washed with aqueous sodium hydrogen carbonate, dri... Starting materials: [BH3-]C#N, COc1cc2c(cc1OC)CC(=O)N(CCCNCCNc1cc(Cl)c(N)c(Cl)c1)CC2, [Na+]. Yields the product COc1cc2c(cc1OC)CC(=O)N(CCCN(C)CCNc1cc(Cl)c(N)c(Cl)c1)CC2. Reaction SMILES: [C:33]([BH3-:34])#[N:35].[CH3:1][O:2][c:3]1[cH:4][c:5]2[c:6]([cH:29][c:30]1[O:31][CH3:32])[CH2:7][C:8](=[O:28])[N:9]([CH2:12][CH2:13][CH2:14][NH:15][CH2:16][CH2:17][NH:18][c:19]1[cH:20][c:21]([Cl:27])[c:22]([NH2:26])[c:23]([Cl:25])[cH:24]1)[CH2:10][CH2:11]2.[Na+:36]>>[CH3:1][O:2][c:3]1[cH:4][c:5]2[c:6]([cH:29][c:30]1[O:31][CH3:32])[CH2:7][C:8](=[O:28])[N:9]([CH2:12][CH2:13][CH2:14][N:15]([CH2:16][CH2:17][NH:18][c:19]1[cH:20][c:21]([Cl:27])[c:22]([NH2:26])[c:23]([Cl:25])[cH:24]1)[CH3:33])[CH2:10][CH2:11]2.